From a dataset of the Open Reaction Database (ORD), a public repository of structured organic reaction records. describe an organic reaction: reactants, conditions, products, and yield Reactants: CC(C)(C)OC(=O)N1CCCC1COc1ccc(O)cc1, O=C([O-])[O-], ClCc1ccc(Cl)cc1Cl, [Cs+], [Cs+], CN(C)C=O. The product is CC(C)(C)OC(=O)N1CCCC1COc1ccc(OCc2ccc(Cl)cc2Cl)cc1. As a reaction SMILES: [C:1]([CH3:2])([CH3:3])([CH3:4])[O:5][C:6](=[O:7])[N:8]1[CH:9]([CH2:13][O:14][c:15]2[cH:16][cH:17][c:18]([OH:21])[cH:19][cH:20]2)[CH2:10][CH2:11][CH2:12]1.[C:32](=[O:33])([O-:34])[O-:35].[Cl:22][c:23]1[c:24]([CH2:25][Cl:26])[cH:27][cH:28][c:29]([Cl:31])[cH:30]1.[Cs+:36].[Cs+:37].[O:38]=[CH:39][N:40]([CH3:41])[CH3:42]>>[C:1]([CH3:2])([CH3:3])([CH3:4])[O:5][C:6](=[O:7])[N:8]1[CH:9]([CH2:13][O:14][c:15]2[cH:16][cH:17][c:18]([O:21][CH2:25][c:24]3[c:23]([Cl:22])[cH:30][c:29]([Cl:31])[cH:28][cH:27]3)[cH:19][cH:20]2)[CH2:10][CH2:11][CH2:12]1.